Dataset: the Open Reaction Database (ORD), a public repository of structured organic reaction records. Task: describe an organic reaction: reactants, conditions, products, and yield The reactants are CC=1N(C(=CC1)C)C1=CC=C(C=C1)OCC (2,5-dimethyl-1-(4-ethoxyphenyl)pyrrole), C1(=CC=CC=C1)C (toluene), Cl[Sn](Cl)(Cl)Cl (SnCl4), C(C1=CC=CC=C1)(=O)Cl (benzoyl chloride). Solvent: [OH-].[Na+] (NaOH). The product is C(C1=CC=CC=C1)(=O)C1=C(N(C(=C1)C)C1=CC=C(C=C1)OCC)C (3-benzoyl-2,5-dimethyl-1-(4ethoxyphenyl)pyrrole). As a reaction SMILES: [CH3:1][C:2]1[N:3]([C:8]2[CH:13]=[CH:12][C:11]([O:14][CH2:15][CH3:16])=[CH:10][CH:9]=2)[C:4]([CH3:7])=[CH:5][CH:6]=1.C1(C)C=CC=CC=1.Cl[Sn](Cl)(Cl)Cl.[C:29](Cl)(=[O:36])[C:30]1[CH:35]=[CH:34][CH:33]=[CH:32][CH:31]=1>[OH-].[Na+]>[C:29]([C:5]1[CH:6]=[C:2]([CH3:1])[N:3]([C:8]2[CH:13]=[CH:12][C:11]([O:14][CH2:15][CH3:16])=[CH:10][CH:9]=2)[C:4]=1[CH3:7])(=[O:36])[C:30]1[CH:35]=[CH:34][CH:33]=[CH:32][CH:31]=1 |f:4.5|. Procedure: To a solution of 2,5-dimethyl-1-(4-ethoxyphenyl)pyrrole (EXAMPLE 1) (1.0 g, 4.7 mmol) and toluene (15 mL) at 0° C. was added dropwise SnCl4 (4.7 mL, 4.7 mmol, 1.0M solution in CH2Cl2) and benzoyl chloride (0.54 mL, 4.7 mmol). The mixture was warmed to rt and heated at 50° C. overnight. After cooling to rt, the mixture was diluted with 1N NaOH (50 mL), extracted with EtOAc (2×50 mL), the combined extracts washed with brine (50 mL), dried MgSO4), filtered, concentrated in vacuo, and purified by fl...